This data is from the Open Reaction Database (ORD), a public repository of structured organic reaction records. The task is: describe an organic reaction: reactants, conditions, products, and yield Reactants: ClC1=CC=C2C(C(=CNC2=C1)C(=O)OCC)=O (ethyl 7-chloro-1,4-dihydro-4-oxoquinoline-3-carboxylate), [H-].[Na+] (sodium hydride), 90g, S(=O)(=O)(C1=CC=C(C)C=C1)OCCCl (2-tosyloxyethyl chloride). Reaction conditions: temperature 100 celsius. Reaction SMILES: [Cl:1][C:2]1[CH:11]=[C:10]2[C:5]([C:6](=[O:17])[C:7]([C:12]([O:14][CH2:15][CH3:16])=[O:13])=[CH:8][NH:9]2)=[CH:4][CH:3]=1.[H-].[Na+].S(O[CH2:31][CH2:32][Cl:33])(C1C=CC(C)=CC=1)(=O)=O>>[Cl:1][C:2]1[CH:11]=[C:10]2[C:5]([C:6](=[O:17])[C:7]([C:12]([O:14][CH2:15][CH3:16])=[O:13])=[CH:8][N:9]2[CH2:31][CH2:32][Cl:33])=[CH:4][CH:3]=1 |f:1.2|. Procedure: To a mixture containing 23.4 g of ethyl 7-chloro-1,4-dihydro-4-oxoquinoline-3-carboxylate and 6.9 g of 65% sodium hydride was added 90g of 2-tosyloxyethyl chloride. The resulting mixture was heated at 100° C for 4 hours. After concentration to dryness, the residue was extracted with chloroform. The extract was washed with water, and dried over anhydrous sodium sulfate. The solvent was removed by the distillation to leave a solid which was recrystallized from ethanol to give ethyl 7-chloro-1-(2-c... Product: ClC1=CC=C2C(C(=CN(C2=C1)CCCl)C(=O)OCC)=O (ethyl 7-chloro-1-(2-chloroethyl)-1,4-dihydro-4-oxo-quinoline3-carboxylate). The reactants are COC([C@H](N[P@](=O)(C1=CC=CC=C1)C)CC(C)C)=O (N-((R)-Methylphenylphosphinyl)-D-leucine methyl ester), NO[K] (NH2OK), Cl (HCl). Conditions: time 7 hour. Product: ONC([C@@H](CC(C)C)N[P@](=O)(C1=CC=CC=C1)C)=O (N-hydroxy-2(R)-[[(R)-methylphenylphosphinyl]amino]-4-methylpentanamide). RXN SMILES: C[O:2][C:3](=O)[C@@H:4]([CH2:15][CH:16]([CH3:18])[CH3:17])[NH:5][P@@:6]([CH3:14])([C:8]1[CH:13]=[CH:12][CH:11]=[CH:10][CH:9]=1)=[O:7].[NH2:20][O:21][K].Cl>>[OH:21][NH:20][C:3](=[O:2])[C@H:4]([NH:5][P@@:6]([CH3:14])([C:8]1[CH:13]=[CH:12][CH:11]=[CH:10][CH:9]=1)=[O:7])[CH2:15][CH:16]([CH3:18])[CH3:17]. Procedure: N-((R)-Methylphenylphosphinyl)-D-leucine methyl ester (60 mg, 0.21 mmol) is treated with a solution of NH2OK (0.57 mL, 1.76M in methanol) prepared as described in Fieser and Fieser, Vol. 1, p. 478. The reaction is stirred for 7 hours at which time TLC indicates completion. The reaction mixture is neutralized with 1M aqueous HCl and the volatiles are removed. The residue is purified by silica gel flash chromatography (95:5 ethyl acetate:ethanol) to give N-hydroxy-2(R)-[[(R)-methylphenylphosphinyl... The reactants are N(C1=CC=CC=C1)C=1N(C2=NC(=C(C=C2C(C1)=O)\C=C\C(=O)O)C)C1=CC=CC=C1 (2-anilino-6-[(E)-3-hydroxy-3-oxo-1-propenyl]-7-methyl-1-phenyl-1,8-naphthyridin-4(1H)-one), C(=O)O.N (ammonia formate). The reagents and catalysts are [Pd] (Pd/C). Solvent: CO (MeOH). The product is N(C1=CC=CC=C1)C1=CC(C=2C=C(C(=NC2N1C1=CC=CC=C1)C)C=CC(=O)O)=O (3-(7-anilino-2-methyl-5-oxo-8-phenyl-5,8-dihydro-1,8-naphthyridin-3-yl)propenoic acid). Isolated yield 86.8%. As a reaction SMILES: [NH:1]([C:8]1[N:9]([C:25]2[CH:30]=[CH:29][CH:28]=[CH:27][CH:26]=2)[C:10]2[C:15]([C:16](=[O:18])[CH:17]=1)=[CH:14][C:13](/[CH:19]=[CH:20]/[C:21]([OH:23])=[O:22])=[C:12]([CH3:24])[N:11]=2)[C:2]1[CH:7]=[CH:6][CH:5]=[CH:4][CH:3]=1.C(O)=O.N>CO.[Pd]>[NH:1]([C:8]1[N:9]([C:25]2[CH:26]=[CH:27][CH:28]=[CH:29][CH:30]=2)[C:10]2[N:11]=[C:12]([CH3:24])[C:13]([CH:19]=[CH:20][C:21]([OH:23])=[O:22])=[CH:14][C:15]=2[C:16](=[O:18])[CH:17]=1)[C:2]1[CH:7]=[CH:6][CH:5]=[CH:4][CH:3]=1 |f:1.2|. Reported procedure: To a stirred suspension of 2-anilino-6-[(E)-3-hydroxy-3-oxo-1-propenyl]-7-methyl-1-phenyl-1,8-naphthyridin-4(1H)-one (40.0 mg, 0.100 mmol) in MeOH (2.0 mL), was added Pd/C (5.3 mg, 10% weight on carbon) under an argon atmosphere, followed by the addition of ammonia formate (19.0 mg, 0.30 mmol) in a single portion. The reaction mixture was heated at reflux for 2 h, cooled and filtered. The filtrate was diluted with water (10 mL) and extracted with EtOAc. The organic layer was dried over MgSO4 and... Starting materials: [BH4-], CCOC(=O)C1CC1CNC(=O)OC(C)(C)C, COC(=O)C1CCC1C(NC(=O)OC(C)(C)C)S(=O)(=O)c1ccc(C)cc1, [Na+]. Product: COC(=O)C1CCC1CNC(=O)OC(C)(C)C. Reaction SMILES: [BH4-:45].[CH2:1]([O:2][C:3]([CH:4]1[CH2:5][CH:6]1[CH2:7][NH:8][C:9]([O:10][C:11]([CH3:12])([CH3:13])[CH3:14])=[O:15])=[O:16])[CH3:17].[CH3:18][O:19][C:20](=[O:21])[CH:22]1[CH:23]([CH:26]([S:27]([c:28]2[cH:29][cH:30][c:31]([CH3:32])[cH:33][cH:34]2)(=[O:35])=[O:36])[NH:37][C:38](=[O:39])[O:40][C:41]([CH3:42])([CH3:43])[CH3:44])[CH2:24][CH2:25]1.[Na+:46]>>[CH3:18][O:19][C:20](=[O:21])[CH:22]1[CH:23]([CH2:26][NH:37][C:38](=[O:39])[O:40][C:41]([CH3:42])([CH3:43])[CH3:44])[CH2:24][CH2:25]1. Product: O=C1CC(C(=O)O)Cc2ccccc21. Starting materials: O=C(O)CC(Cc1ccccc1)C(=O)O, O=S(=O)(O)O. RXN SMILES: [OH:1][C:2](=[O:3])[CH2:4][CH:5]([CH2:6][c:7]1[cH:8][cH:9][cH:10][cH:11][cH:12]1)[C:13]([OH:14])=[O:15].[S:16](=[O:17])(=[O:18])([OH:19])[OH:20]>>[C:2]1(=[O:3])[CH2:4][CH:5]([C:13]([OH:14])=[O:15])[CH2:6][c:7]2[cH:8][cH:9][cH:10][cH:11][c:12]21.